Dataset: the Open Reaction Database (ORD), a public repository of structured organic reaction records. Task: describe an organic reaction: reactants, conditions, products, and yield The reactants are CC(=O)O, Cl, CCOC(=O)c1cn(C2CC2F)c2c(C)c(F)c(F)c(N)c2c1=O, O. Yields the product Cc1c(F)c(F)c(N)c2c(=O)c(C(=O)O)cn(C3CC3F)c12. RXN SMILES: [CH3:25][C:26](=[O:27])[OH:28].[ClH:29].[NH2:1][c:2]1[c:3]2[c:4](=[O:24])[c:5]([C:19](=[O:20])[O:21][CH2:22][CH3:23])[cH:6][n:7]([CH:15]3[CH:16]([F:18])[CH2:17]3)[c:8]2[c:9]([CH3:14])[c:10]([F:13])[c:11]1[F:12].[OH2:30]>>[NH2:1][c:2]1[c:3]2[c:4](=[O:24])[c:5]([C:19](=[O:20])[OH:21])[cH:6][n:7]([CH:15]3[CH:16]([F:18])[CH2:17]3)[c:8]2[c:9]([CH3:14])[c:10]([F:13])[c:11]1[F:12]. Yields the product O=C(COc1ccccc1)NC1C(=O)N(C(O)C(=O)OCc2ccccc2)C1SC(=O)OCC(Cl)(Cl)Cl. The reactants are [BH4-], O=C([O-])O, ClCCl, CC(=O)O, [Na+], [Na+], O=C(COc1ccccc1)NC1C(=O)N(C(=O)C(=O)OCc2ccccc2)C1SC(=O)OCC(Cl)(Cl)Cl, C1CCOC1, O. RXN SMILES: [BH4-:42].[C:44](=[O:45])([OH:46])[O-:47].[CH2:54]([Cl:55])[Cl:56].[CH3:38][C:39](=[O:40])[OH:41].[Na+:43].[Na+:48].[O:1]([c:2]1[cH:3][cH:4][cH:5][cH:6][cH:7]1)[CH2:8][C:9](=[O:10])[NH:11][CH:12]1[C:13](=[O:37])[N:14]([C:25]([C:26](=[O:27])[O:28][CH2:29][c:30]2[cH:31][cH:32][cH:33][cH:34][cH:35]2)=[O:36])[CH:15]1[S:16][C:17](=[O:18])[O:19][CH2:20][C:21]([Cl:22])([Cl:23])[Cl:24].[O:49]1[CH2:50][CH2:51][CH2:52][CH2:53]1.[OH2:57]>>[O:1]([c:2]1[cH:3][cH:4][cH:5][cH:6][cH:7]1)[CH2:8][C:9](=[O:10])[NH:11][CH:12]1[C:13](=[O:37])[N:14]([CH:25]([C:26](=[O:27])[O:28][CH2:29][c:30]2[cH:31][cH:32][cH:33][cH:34][cH:35]2)[OH:36])[CH:15]1[S:16][C:17](=[O:18])[O:19][CH2:20][C:21]([Cl:22])([Cl:23])[Cl:24]. Reactants: O1C(=CC=C1)C(=O)Cl (2-furoyl chloride), NCC(C)(C)N (1,2-diamino-2-methylpropane). The solvent is CCOCC (ether), CCOCC (ether). Run at time 30 minute. Product: NC(CNC(=O)C=1OC=CC1)(C)C (N-(2-amino-2-methylpropyl)furan-2-carboxamide). Reaction SMILES: [O:1]1[CH:5]=[CH:4][CH:3]=[C:2]1[C:6](Cl)=[O:7].[NH2:9][CH2:10][C:11]([NH2:14])([CH3:13])[CH3:12]>CCOCC>[NH2:14][C:11]([CH3:13])([CH3:12])[CH2:10][NH:9][C:6]([C:2]1[O:1][CH:5]=[CH:4][CH:3]=1)=[O:7]. Procedure: A solution of 2-furoyl chloride (12.0 g.) in dry ether (1.50 ml.) was stirred during the dropwise addition over 30 minutes of a solution of 1,2-diamino-2-methylpropane (9.63 ml.) in dry ether (58 ml.). The reaction mixture was stirred for a further 30 minutes. The solid precipitate was collected by filtration and washed with ether. The residual solid was suspended in hot water (250 ml.) and basified to pH 10 with powdered sodium carbonate. The cooled mixture was extracted with chloroform (3×100 ... Starting materials: [Br-], CC(C)(C)OC(=O)N1Cc2ccccc2CC1C=O, C1CCOC1, C[Si](C)(C)[N-][Si](C)(C)C, C[P+](c1ccccc1)(c1ccccc1)c1ccccc1, [K+]. The product is C=CC1Cc2ccccc2CN1C(=O)OC(C)(C)C. Reaction SMILES: [Br-:30].[C:11]([CH3:12])([CH3:13])([CH3:14])[O:15][C:16](=[O:17])[N:18]1[CH2:19][c:20]2[cH:21][cH:22][cH:23][cH:24][c:25]2[CH2:26][CH:27]1[CH:28]=[O:29].[CH2:51]1[O:52][CH2:53][CH2:54][CH2:55]1.[CH3:2][Si:3]([N-:4][Si:5]([CH3:6])([CH3:7])[CH3:8])([CH3:9])[CH3:10].[CH3:31][P+:32]([c:33]1[cH:34][cH:35][cH:36][cH:37][cH:38]1)([c:39]1[cH:40][cH:41][cH:42][cH:43][cH:44]1)[c:45]1[cH:46][cH:47][cH:48][cH:49][cH:50]1.[K+:1]>>[CH2:2]=[CH:28][CH:27]1[N:18]([C:16]([O:15][C:11]([CH3:12])([CH3:13])[CH3:14])=[O:17])[CH2:19][c:20]2[cH:21][cH:22][cH:23][cH:24][c:25]2[CH2:26]1. The reactants are C(#N)C=1C(OC2=CC=CC=C2C1CCC)=O (3-cyano-4-n-propyl coumarin), [N-]=[N+]=[N-].[NH4+] (ammonium azide). Solvent: CCO (EtOH). The product is C(CC)C1=C(C(OC2=CC=CC=C12)=O)C1=NN=NN1 (4-n-Propyl-3-(tetrazol-5-yl) coumarin). Reaction SMILES: [C:1]([C:3]1[C:4](=[O:16])[O:5][C:6]2[C:11]([C:12]=1[CH2:13][CH2:14][CH3:15])=[CH:10][CH:9]=[CH:8][CH:7]=2)#[N:2].[N-:17]=[N+:18]=[N-:19].[NH4+]>CCO>[CH2:13]([C:12]1[C:11]2[C:6](=[CH:7][CH:8]=[CH:9][CH:10]=2)[O:5][C:4](=[O:16])[C:3]=1[C:1]1[NH:19][N:18]=[N:17][N:2]=1)[CH2:14][CH3:15] |f:1.2|. Reported procedure: The reaction of 3-cyano-4-n-propyl coumarin (41.67 g; 0.196 mole) with ammonium azide as described in Example 1 afforded the title product, m.p. (EtOH) 178°-181° C (Found; C, 61.03; H, 4.95; N, 22.48; C13H12N4O2 requires; C, 60.93; H, 4.72; N, 21.86%). The reactants are C1(=CC=CC=C1)P(C1=CC=CC=C1)C1=CC=CC=C1 (triphenylphosphine), Hastelloy, C=CCCCCCCCC (1-decene), O (H2O), C1CCOC1 (THF). The reagents and catalysts are catalyst. Reaction conditions: temperature 50 celsius, time 8 hour. Yields the product C(CCCCCCCCCC)(=O)O (undecanoic acid). Yield: 68.0%. Reaction SMILES: C1(P(C2C=CC=CC=2)C2C=CC=CC=2)C=CC=CC=1.[CH2:20]=[CH:21][CH2:22][CH2:23][CH2:24][CH2:25][CH2:26]CCC.[OH2:30].[CH2:31]1[CH2:35][O:34][CH2:33][CH2:32]1>>[C:35]([OH:34])(=[O:30])[CH2:31][CH2:32][CH2:33][CH2:20][CH2:21][CH2:22][CH2:23][CH2:24][CH2:25][CH3:26]. Procedure: The [PdCl2 /CuCl2 /CO] complex was freshly prepared as described above. To this catalyst (0.16 mmol) was added a solution of triphenylphosphine (0.13 g, 0.50 mmol). The mixture was transferred to an autoclave (Hastelloy B, 100-mL). A solution of 1-decene (1.12 g, 8.0 mmol), H2O (1 mL), and THF (15 mL) was then added via syringe. The autoclave was purged with CO (2×500 psig) and was then pressurized with CO (500 psig). The reactor was agitated at 50° C. overnight. GC analysis of an aliquote showe...